This data is from the Open Reaction Database (ORD), a public repository of structured organic reaction records. The task is: describe an organic reaction: reactants, conditions, products, and yield The reactants are OC=1C=NC=CC1 (3-Hydroxypyridine), C(=O)([O-])[O-].[K+].[K+] (K2CO3), BrC=1C=C(C=CC1)N1C=NC(=C1)C(CCl)=O (1-[1-(3-Bromo-phenyl)-1H-imidazol-4-yl]-2-chloro-ethanone). Solvent: CC(=O)C (acetone). The product is BrC=1C=C(C=CC1)N1C=NC(=C1)C(COC=1C=NC=CC1)=O (1-[1-(3-Bromo-phenyl)-1H-imidazol-4-yl]-2-(pyridin-3-yloxy)-ethanone). Isolated yield 24.6%. Reaction SMILES: [Br:1][C:2]1[CH:3]=[C:4]([N:8]2[CH:12]=[C:11]([C:13](=[O:16])[CH2:14]Cl)[N:10]=[CH:9]2)[CH:5]=[CH:6][CH:7]=1.[OH:17][C:18]1[CH:19]=[N:20][CH:21]=[CH:22][CH:23]=1.C([O-])([O-])=O.[K+].[K+]>CC(C)=O>[Br:1][C:2]1[CH:3]=[C:4]([N:8]2[CH:12]=[C:11]([C:13](=[O:16])[CH2:14][O:17][C:18]3[CH:19]=[N:20][CH:21]=[CH:22][CH:23]=3)[N:10]=[CH:9]2)[CH:5]=[CH:6][CH:7]=1 |f:2.3.4|. Reported procedure: 1-[1-(3-Bromo-phenyl)-1H-imidazol-4-yl]-2-chloro-ethanone 4 (60 mg; 0.17 mmol) was dissolved in acetone (5 mL). 3-Hydroxypyridine (22 mg; 0.23 mmol) and K2CO3 (117 mg; 0.85 mmol) were added and heated to reflux for 16 h. The mixture was partitioned between EtOAc and water. The organic phase was then washed with 2N NaOH, saturated aqueous NaCl and was dried over Na2SO4. Concentration of the organic layer afforded 15 mg (25%) of 5. HRMS (ESI+): m/z=358.1938 [M+H] Reactants: N(=C=S)C1=CC2=C(OCCO2)C=C1 (2,3-dihydro-6-isothiocyanato-1,4-benzodioxin), FC1=CC(=C(C=C1)C(C)=O)OCC1=CC=CC=C1 (1-[4-fluoro-2-(phenylmethoxy)phenyl]ethanone), ClC=1C=C(C=CC1)C(=O)OO (3-chlorobenzenecarboperoxoic acid). Solvent: ClCCl (dichloromethane). Reaction conditions: time 5 day. The product is FC1=CC(=C(C=C1)O)OCC1=CC=CC=C1 (4-fluoro-2-(phenylmethoxy)phenol), intermediate 77. Yield: 93.0%. As a reaction SMILES: N(C1C=CC2[O:8]CCOC=2C=1)=C=S.[F:14][C:15]1[CH:20]=[CH:19][C:18](C(=O)C)=[C:17]([O:24][CH2:25][C:26]2[CH:31]=[CH:30][CH:29]=[CH:28][CH:27]=2)[CH:16]=1.ClC1C=C(C(OO)=O)C=CC=1>ClCCl>[F:14][C:15]1[CH:20]=[CH:19][C:18]([OH:8])=[C:17]([O:24][CH2:25][C:26]2[CH:31]=[CH:30][CH:29]=[CH:28][CH:27]=2)[CH:16]=1. Procedure: A mixture of 11 parts of 1-[4-fluoro-2-(phenylmethoxy)phenyl]ethanone, 8.48 parts of 3-chlorobenzenecarboperoxoic acid and 260 parts of dichloromethane was stirred for 5 days at room temperature. The precipitate was filtered off and the filtrate was stirred in a saturate thiosulfurate solution for 15 minutes. The organic layer was separated and stirred in a saturate hydrogen carbonate solution for 15 minutes. The organic layer was separated, washed with water, dried, filtered and evaporated. The... Starting materials: CC(C)(C)Nc1nc(C(F)(F)F)c(C(=O)Cl)o1, CCOCC, CCCCCC, CC(C)(N)CO. The product is CC(C)(C)Nc1nc(C(F)(F)F)c(C(=O)NC(C)(C)CO)o1. Reaction SMILES: [C:12]([CH3:13])([CH3:14])([CH3:15])[NH:16][c:17]1[o:18][c:19]([C:26](=[O:27])[Cl:28])[c:20]([C:22]([F:23])([F:24])[F:25])[n:21]1.[CH2:7]([O:8][CH2:9][CH3:10])[CH3:11].[CH3:29][CH2:30][CH2:31][CH2:32][CH2:33][CH3:34].[NH2:1][C:2]([CH2:3][OH:4])([CH3:5])[CH3:6]>>[NH:1]([C:2]([CH2:3][OH:4])([CH3:5])[CH3:6])[C:26]([c:19]1[o:18][c:17]([NH:16][C:12]([CH3:13])([CH3:14])[CH3:15])[n:21][c:20]1[C:22]([F:23])([F:24])[F:25])=[O:27]. Starting materials: COC(=O)C=1C=CC2=C(N3N=C(C=C3CCO2)C=2N(N=CN2)CC(F)(F)F)C1 (2-[2-(2,2,2-trifluoro-ethyl)-2H-[1,2,4]triazol-3-yl]-4,5-dihydro-6-oxa-1,10b-diaza-benzo[e]azulene-9-carboxylic acid methyl ester), CC(C)C[AlH]CC(C)C (DIBAL), C(=O)([O-])C(O)C(O)C(=O)[O-].[K+].[Na+] (sodium potassium tartrate). The solvent is CO (methanol), C1CCOC1 (THF). Reaction conditions: temperature 0 celsius, time 1 hour. Product: FC(CN1N=CN=C1C=1C=C2CCOC3=C(N2N1)C=C(C=C3)CO)(F)F ({2-[2-(2,2,2-Trifluoro-ethyl)-2H-[1,2,4]triazol-3-yl]-4,5-dihydro-6-oxa-1,10b-diaza-benzo[e]azulen-9-yl}-methanol). The yield is 101.3%. RXN SMILES: C[O:2][C:3]([C:5]1[CH:6]=[CH:7][C:8]2[O:17][CH2:16][CH2:15][C:14]3[N:10]([N:11]=[C:12]([C:18]4[N:19]([CH2:23][C:24]([F:27])([F:26])[F:25])[N:20]=[CH:21][N:22]=4)[CH:13]=3)[C:9]=2[CH:28]=1)=O.CC(C[AlH]CC(C)C)C.C(C(C(C([O-])=O)O)O)([O-])=O.[K+].[Na+]>C1COCC1.CO>[F:26][C:24]([F:25])([F:27])[CH2:23][N:19]1[C:18]([C:12]2[CH:13]=[C:14]3[N:10]([N:11]=2)[C:9]2[CH:28]=[C:5]([CH2:3][OH:2])[CH:6]=[CH:7][C:8]=2[O:17][CH2:16][CH2:15]3)=[N:22][CH:21]=[N:20]1 |f:2.3.4|. Reported procedure: To a solution of 2-[2-(2,2,2-trifluoro-ethyl)-2H-[1,2,4]triazol-3-yl]-4,5-dihydro-6-oxa-1,10b-diaza-benzo[e]azulene-9-carboxylic acid methyl ester (393 mg, 1 mmol) in THF (10 mL) at −70° C. was added DIBAL (3 mL, 1 M solution in toluene, 3 mmol) and the reaction mixture stirred at 0° C. for 1 h. The reaction mixture was diluted with methanol (5 mL), then with saturated aqueous sodium potassium tartrate solution. The resultant mixture was extracted with ethyl acetate (3×20 mL), then the combined ... Reactants: C(=C)I (vinyl iodide), C(C)(C)(C)[Li] (t-butyl lithium), FC(C(=O)C1=CN=C(S1)S)(F)F (2,2,2-trifluoro-1-(2-mercapto-1,3-thiazol-5-yl)ethanone). The solvent is CCOCC (Et2O), CCOCC (Et2O). Conditions: temperature -78 celsius, time 1 hour. The product is FC(C(C=C)(O)C1=CN=C(S1)S)(F)F (1,1,1-trifluoro-2-(2-mercapto-1,3-thiazol-5-yl)but-3-en-2-ol). Reaction SMILES: [CH:1](I)=[CH2:2].C([Li])(C)(C)C.[F:9][C:10]([F:20])([F:19])[C:11]([C:13]1[S:17][C:16]([SH:18])=[N:15][CH:14]=1)=[O:12]>CCOCC>[F:20][C:10]([F:9])([F:19])[C:11]([C:13]1[S:17][C:16]([SH:18])=[N:15][CH:14]=1)([OH:12])[CH:1]=[CH2:2]. Procedure: To a solution of vinyl iodide (1.88 g, 12.2 mmol) in Et2O at −78° C. was added t-butyl lithium (14.3 ml, 1.7 M/pentane, 24.3 mmol). The mixture was stirred at −78° C. for 1 h and warmed up to −30° C. for 5 min. The mixture was cooled back to −78° C. and 2,2,2-trifluoro-1-(2-mercapto-1,3-thiazol-5-yl)ethanone (1.18 g, 5.53 mmol) in Et2O was added. The reaction mixture stirred 30 min at −78° C., brought to 0° C. and partitioned between aqueous NH4Cl and EtOAc. The layers were separated and the aqu... Starting materials: [BH4-].[Na+] (Sodium borohydride), CC1CC=2C=CC3=C(C2C1=O)C=CC=C3 (2,3-dihydro-2-methyl-benz[e]indene-1-one), O (water). Solvent: CO (methanol). Isolated yield 78.2%. The product is OC1C(CC=2C=CC3=C(C12)C=CC=C3)C (2,3-dihydro-1-hydroxy-2-methyl-1H-benz[e]indene). Run at time 15 minute. Reaction SMILES: [BH4-].[Na+].[CH3:3][CH:4]1[C:12](=[O:13])[C:11]2[C:10]3[CH:14]=[CH:15][CH:16]=[CH:17][C:9]=3[CH:8]=[CH:7][C:6]=2[CH2:5]1.O>CO>[OH:13][CH:12]1[C:11]2[C:10]3[CH:14]=[CH:15][CH:16]=[CH:17][C:9]=3[CH:8]=[CH:7][C:6]=2[CH2:5][CH:4]1[CH3:3] |f:0.1|. Procedure: Sodium borohydride (7.5 g) was added portion-wise at 0-20° C. to a solution of 18.1 g of 2,3-dihydro-2-methyl-benz[e]indene-1-one in 200 ml of methanol. The reaction was completed after 15 min of stirring, and the reaction mixture was poured into 400 ml of water. The organic layer was separated, and the water layer was extracted with diethyl ether. The combined organic layers were washed with water and brine, dried over magnesium sulfate, and evaporated to dryness. The crude product was recrysta...